From a dataset of the Open Reaction Database (ORD), a public repository of structured organic reaction records. describe an organic reaction: reactants, conditions, products, and yield The reactants are CC(C)(C)c1cc(C(=O)O)cc(C(C)(C)C)c1O, CCN=C=NCCCN(C)C, ClCCl, Cl, CCCCCCCNC(=O)Nc1cnccc1N. Yields the product CCCCCCCNC(=O)Nc1cnccc1NC(=O)c1cc(C(C)(C)C)c(O)c(C(C)(C)C)c1. Reaction SMILES: [C:19]([CH3:20])([CH3:21])([CH3:22])[c:23]1[cH:24][c:25]([C:26](=[O:27])[OH:28])[cH:29][c:30]([C:33]([CH3:34])([CH3:35])[CH3:36])[c:31]1[OH:32].[CH2:38]([N:39]=[C:40]=[N:41][CH2:42][CH2:43][CH2:44][N:45]([CH3:46])[CH3:47])[CH3:48].[Cl:49][CH2:50][Cl:51].[ClH:37].[NH2:1][c:2]1[c:3]([NH:8][C:9](=[O:10])[NH:11][CH2:12][CH2:13][CH2:14][CH2:15][CH2:16][CH2:17][CH3:18])[cH:4][n:5][cH:6][cH:7]1>>[NH:1]([c:2]1[c:3]([NH:8][C:9](=[O:10])[NH:11][CH2:12][CH2:13][CH2:14][CH2:15][CH2:16][CH2:17][CH3:18])[cH:4][n:5][cH:6][cH:7]1)[C:26]([c:25]1[cH:24][c:23]([C:19]([CH3:20])([CH3:21])[CH3:22])[c:31]([OH:32])[c:30]([C:33]([CH3:34])([CH3:35])[CH3:36])[cH:29]1)=[O:27]. Reactants: C(C)(=O)NNC1=CC=C(C=C1)N (1-Acetyl-2-(4-aminophenyl)hydrazine), C(C1=CC=CC=C1)=O (benzaldehyde). Run in C(C)O (ethanol). Run at temperature 75 celsius. Yields the product C(C)(=O)NNC1=CC=C(C=C1)N=CC1=CC=CC=C1 (1-Acetyl-2-(4-benzalaminophenyl)hydrazine). As a reaction SMILES: [C:1]([NH:4][NH:5][C:6]1[CH:11]=[CH:10][C:9]([NH2:12])=[CH:8][CH:7]=1)(=[O:3])[CH3:2].[CH:13](=O)[C:14]1[CH:19]=[CH:18][CH:17]=[CH:16][CH:15]=1>C(O)C>[C:1]([NH:4][NH:5][C:6]1[CH:11]=[CH:10][C:9]([N:12]=[CH:13][C:14]2[CH:19]=[CH:18][CH:17]=[CH:16][CH:15]=2)=[CH:8][CH:7]=1)(=[O:3])[CH3:2]. Procedure: 1-Acetyl-2-(4-aminophenyl)hydrazine (8.25 g, 0.05 mole) and benzaldehyde (5.3 g, 0.05 mole) were mixed in ethanol (50 ml). The mixture was stirred thoroughly and was warmed to approximately 75° C for one-half hour. The addition product precipitated out of the reaction mixture. The mixture was chilled in ice and then filtered. The solid was washed with ether and dried. The product was a white crystalline powder. Yield 12.0 g (94%), m.p. 172°-174° C.